From a dataset of the Open Reaction Database (ORD), a public repository of structured organic reaction records. describe an organic reaction: reactants, conditions, products, and yield Starting materials: CCNC(=O)c1ccc(N2CCN(C(=O)OC(C)(C)C)CC2)c(C)c1, CCOCC, Cl, C1COCCO1. Product: CCNC(=O)c1ccc(N2CCNCC2)c(C)c1, Cl. As a reaction SMILES: [CH2:1]([CH3:2])[NH:3][C:4](=[O:5])[c:6]1[cH:7][c:8]([CH3:25])[c:9]([N:12]2[CH2:13][CH2:14][N:15]([C:18]([O:19][C:20]([CH3:21])([CH3:22])[CH3:23])=[O:24])[CH2:16][CH2:17]2)[cH:10][cH:11]1.[CH2:33]([O:34][CH2:35][CH3:36])[CH3:37].[ClH:26].[O:27]1[CH2:28][CH2:29][O:30][CH2:31][CH2:32]1>>[CH2:1]([CH3:2])[NH:3][C:4](=[O:5])[c:6]1[cH:7][c:8]([CH3:25])[c:9]([N:12]2[CH2:13][CH2:14][NH:15][CH2:16][CH2:17]2)[cH:10][cH:11]1.[ClH:26]. The reactants are O=C(O)CN(CCN(CC(=O)O)CC(=O)O)CC(=O)O, Cl, O=N[O-], NC(CSN=O)C(=O)O, N=O, NC(CS)C(=O)O, [Na+], O. Product: O=N[O-], NC(CS)C(=O)O. Reaction SMILES: [CH2:24]([N:25]([CH2:26][C:27]([OH:28])=[O:29])[CH2:30][C:31]([OH:32])=[O:33])[CH2:34][N:35]([CH2:36][C:37]([OH:38])=[O:39])[CH2:40][C:41]([OH:42])=[O:43].[ClH:10].[N:18](=[O:19])[O-:20].[N:1](=[O:2])[S:3][CH2:4][CH:5]([NH2:6])[C:7](=[O:8])[OH:9].[N:22]=[O:23].[NH2:11][CH:12]([C:13]([OH:14])=[O:15])[CH2:16][SH:17].[Na+:21].[OH2:44]>>[N:18](=[O:19])[O-:20].[SH:3][CH2:4][CH:5]([NH2:6])[C:7](=[O:8])[OH:9].